From a dataset of the Open Reaction Database (ORD), a public repository of structured organic reaction records. describe an organic reaction: reactants, conditions, products, and yield Starting materials: C[Si](C)(C)Cl (TMSCl), BrC1=CC=C2CCC(C2=C1)=O (6-bromo-1-indanone), CCOCC(Cl)Cl (2,2-dichlorodiethyl ether). The solvent is C1CCOC1 (THF), C1CCOC1 (THF), C1CCOC1 (THF). Conditions: temperature -25 celsius, time 30 minute. Product: BrC=1C=C2C(CC3(CCOCC3)C2=CC1)=O (5-bromo-2′,3′,5′,6′-tetrahydrospiro[indene-1,4′-pyran]-3(2H)-one). RXN SMILES: [Br:1][C:2]1[CH:10]=[C:9]2[C:5]([CH2:6][CH2:7][C:8]2=[O:11])=[CH:4][CH:3]=1.C[Si](Cl)(C)C.[CH3:17][CH2:18][O:19][CH2:20][CH:21](Cl)Cl>C1COCC1>[Br:1][C:2]1[CH:10]=[C:9]2[C:5](=[CH:4][CH:3]=1)[C:6]1([CH2:21][CH2:20][O:19][CH2:18][CH2:17]1)[CH2:7][C:8]2=[O:11]. Procedure: To a solution of 6-bromo-1-indanone (0.50 g, 2.35 mmol) in anhydrous THF (40 mL) under N2 atmosphere at −78° C. was added a solution of NHMDS (1 M in THF, 2.5 mL, 2.5 mmol) within 30 min, followed by TMSCl (0.281 g, 0.327 mL 2.59 mmol) after stirred 30 min. To this reaction mixture was added NHMDS (1 M in THF, 6.0 mL, 6.0 mmol) within 30 min at this temperature. The temperature was allowed to warm to −30 to −20° C., after stirred another 30 min, 2,2-dichlorodiethyl ether (336 mg, 0.275 mL, 2.35 ... Starting materials: FC1=C(C(=CC(=C1)OC1COCCC1)F)C1=C(C=CC(=N1)C(=O)OC)F (methyl 6-[2,6-difluoro-4-(tetrahydro-2H-pyran-3-yloxy)phenyl]-5-fluoropyridine-2-carboxylate), C1CCOC1 (THF), [OH-].[Na+] (NaOH). Solvent: CO (MeOH). The product is FC1=C(C(=CC(=C1)OC1COCCC1)F)C1=C(C=CC(=N1)C(=O)O)F (6-[2,6-Difluoro-4-(tetrahydro-2H-pyran-3-yloxy)phenyl]-5-fluoropyridine-2-carboxylic acid). Reaction SMILES: [F:1][C:2]1[CH:7]=[C:6]([O:8][CH:9]2[CH2:14][CH2:13][CH2:12][O:11][CH2:10]2)[CH:5]=[C:4]([F:15])[C:3]=1[C:16]1[N:21]=[C:20]([C:22]([O:24]C)=[O:23])[CH:19]=[CH:18][C:17]=1[F:26].C1COCC1.[OH-].[Na+]>CO>[F:1][C:2]1[CH:7]=[C:6]([O:8][CH:9]2[CH2:14][CH2:13][CH2:12][O:11][CH2:10]2)[CH:5]=[C:4]([F:15])[C:3]=1[C:16]1[N:21]=[C:20]([C:22]([OH:24])=[O:23])[CH:19]=[CH:18][C:17]=1[F:26] |f:2.3|. Procedure: The methyl 6-[2,6-difluoro-4-(tetrahydro-2H-pyran-3-yloxy)phenyl]-5-fluoropyridine-2-carboxylate was treated with THF (2 mL), MeOH (2 mL) and 1.0 M aq. NaOH (2 mL, 2 mmol) at room temperature for 1 h. The volatile organic solvents were removed and the residue was neutralized to pH-5-6 with 1 M HCl. The solid that precipitated was filtered, rinsed with water, and dried to give sub-title compound as a white solid. LCMS calc. for C17H15F3NO4 (M+H)+ m/z=354.1. found: 353.9. The reactants are C(C)OC(CC(CCC)N1C(NC2=C1C=CC=C2)=O)=O (3-(2-Oxo-2,3-dihydro-benzimidazol-1-yl)-hexanoic acid ethyl ester), BrC=1C=C2C=CN(C2=C(C1)C[N+](C)(C)C)C ((5-Bromo-1-methyl-1H-indol-7-ylmethyl)-trimethyl-ammonium), C(=O)([O-])[O-].[K+].[K+] (K2CO3), [I-] (iodide). Product: C(C)OC(CC(CCC)N1C(N(C2=C1C=CC=C2)CC=2C=C(C=C1C=CN(C21)C)Br)=O)=O (3-[3-(5-Bromo-1-methyl-1H-indol-7-ylmethyl)-2-oxo-2,3-dihydro-benzimidazol-1-yl]-hexanoic acid ethyl ester). Yield: 55.0%. Reaction SMILES: [CH2:1]([O:3][C:4](=[O:20])[CH2:5][CH:6]([N:10]1[C:14]2[CH:15]=[CH:16][CH:17]=[CH:18][C:13]=2[NH:12][C:11]1=[O:19])[CH2:7][CH2:8][CH3:9])[CH3:2].[Br:21][C:22]1[CH:23]=[C:24]2[C:28](=[C:29]([CH2:31][N+](C)(C)C)[CH:30]=1)[N:27]([CH3:36])[CH:26]=[CH:25]2.[I-].C([O-])([O-])=O.[K+].[K+]>CN(C=O)C.O>[CH2:1]([O:3][C:4](=[O:20])[CH2:5][CH:6]([N:10]1[C:14]2[CH:15]=[CH:16][CH:17]=[CH:18][C:13]=2[N:12]([CH2:31][C:29]2[CH:30]=[C:22]([Br:21])[CH:23]=[C:24]3[C:28]=2[N:27]([CH3:36])[CH:26]=[CH:25]3)[C:11]1=[O:19])[CH2:7][CH2:8][CH3:9])[CH3:2] |f:3.4.5|. Reported procedure: To a solution of 3-(2-Oxo-2,3-dihydro-benzimidazol-1-yl)-hexanoic acid ethyl ester (50 mg, 0.18 mmol) in DMF (10 mL) were added (5-Bromo-1-methyl-1H-indol-7-ylmethyl)-trimethyl-ammonium; iodide (111 mg, 0.27 mmol) and K2CO3 (75 mg, 0.54 mmol) at room temperature under nitrogen atmosphere. The solution was heated to 100 C for 2 hours. The solution was cooled down and water was added. The solution was extracted with EtOAc and the combined organic layer was dried with MgSO4. The solution was filter... Solvent: CN(C)C=O (DMF), O (water). Reactants: C[P+](C)(C)CC#N, CCC#N, Cc1cc(C)cc(CC(NC(=S)NCCO)c2cccs2)c1, [I-]. Product: Cc1cc(C)cc(CC(NC2=NCCS2)c2cccs2)c1. RXN SMILES: [C:24]([CH2:25][P+:26]([CH3:27])([CH3:28])[CH3:29])#[N:30].[C:31](#[N:32])[CH2:33][CH3:34].[CH3:1][c:2]1[cH:3][c:4]([CH2:9][CH:10]([c:11]2[s:12][cH:13][cH:14][cH:15]2)[NH:16][C:17](=[S:18])[NH:19][CH2:20][CH2:21][OH:22])[cH:5][c:6]([CH3:8])[cH:7]1.[I-:23]>>[CH3:1][c:2]1[cH:3][c:4]([CH2:9][CH:10]([c:11]2[s:12][cH:13][cH:14][cH:15]2)[NH:16][C:17]2=[N:19][CH2:20][CH2:21][S:18]2)[cH:5][c:6]([CH3:8])[cH:7]1. Reactants: C(C(=O)C1=CC=CC=C1)OC([C@@H](NC(=O)OCC1=CC=CC=C1)[C@H](OC([C@@H](N(C)C([C@H]1N(CCC1)C(=O)OC(C)(C)C)=O)CC1=CC=C(C=C1)OC)=O)C)=O (O-(tert-Butyloxycarbonyl-L-prolyl-N, O-dimethyl-L-tyrosyl)-N-benzyloxycarbonyl-L-threonine phenacyl ester). The reagents and catalysts are [Zn] (zinc). The solvent is C(C)(=O)O (acetic acid). Product: C(C)(C)(C)OC(=O)N1[C@H](C(=O)N([C@@H](CC2=CC=C(C=C2)OC)C(=O)O[C@@H]([C@H](NC(=O)OCC2=CC=CC=C2)C(=O)O)C)C)CCC1 (O-(tert-Butyloxycarbonyl-L-prolyl-N, O-dimethyl-L-tyrosyl)-N-benzyloxycarbonyl-L-threonine). Reaction SMILES: C([O:10][C:11](=[O:55])[C@H:12]([C@@H:24]([CH3:54])[O:25][C:26](=[O:53])[C@H:27]([CH2:44][C:45]1[CH:50]=[CH:49][C:48]([O:51][CH3:52])=[CH:47][CH:46]=1)[N:28]([C:30](=[O:43])[C@@H:31]1[CH2:35][CH2:34][CH2:33][N:32]1[C:36]([O:38][C:39]([CH3:42])([CH3:41])[CH3:40])=[O:37])[CH3:29])[NH:13][C:14]([O:16][CH2:17][C:18]1[CH:23]=[CH:22][CH:21]=[CH:20][CH:19]=1)=[O:15])C(C1C=CC=CC=1)=O>[Zn].C(O)(=O)C>[C:39]([O:38][C:36]([N:32]1[CH2:33][CH2:34][CH2:35][C@H:31]1[C:30]([N:28]([CH3:29])[C@H:27]([C:26]([O:25][C@H:24]([CH3:54])[C@@H:12]([C:11]([OH:55])=[O:10])[NH:13][C:14]([O:16][CH2:17][C:18]1[CH:23]=[CH:22][CH:21]=[CH:20][CH:19]=1)=[O:15])=[O:53])[CH2:44][C:45]1[CH:46]=[CH:47][C:48]([O:51][CH3:52])=[CH:49][CH:50]=1)=[O:43])=[O:37])([CH3:40])([CH3:41])[CH3:42]. Reported procedure: 2.80 g (3.68 mmol) of (12 ) were stirred with 1.8 g of zinc powder in 20 ml of 90% strength aqueous acetic acid at RT for 4 h; undissolved zinc was filtered off, and the filtrate was concentrated under reduced pressure. The residue was partitioned between EA and 1N KHSO4. The combined organic phases were dried (MgSO4) and concentrated under reduced pressure. The remaining resin was evaporated with toluene 3 times under reduced pressure. It was then taken up in 10 ml of 1N KHCO3, the solution was... Reactants: CC(CNC(=O)OC(C)(C)C)OS(C)(=O)=O, [N-]=[N+]=[N-], [Na+], CN(C)C=O, O. Yields the product CC(CNC(=O)OC(C)(C)C)N=[N+]=[N-]. As a reaction SMILES: [CH3:1][S:2]([O:3][CH:6]([CH2:7][NH:8][C:9](=[O:10])[O:11][C:12]([CH3:13])([CH3:14])[CH3:15])[CH3:16])(=[O:4])=[O:5].[N-:17]=[N+:18]=[N-:19].[Na+:20].[O:21]=[CH:22][N:23]([CH3:24])[CH3:25].[OH2:26]>>[CH:6]([CH2:7][NH:8][C:9](=[O:10])[O:11][C:12]([CH3:13])([CH3:14])[CH3:15])([CH3:16])[N:17]=[N+:18]=[N-:19]. Reactants: CC(C)(C)OC(=O)c1ccc(Br)cc1, COC(=O)CC#N, Cc1ccccc1. The product is COC(=O)C(C#N)c1ccc(C(=O)OC(C)(C)C)cc1. RXN SMILES: [Br:8][c:9]1[cH:10][cH:11][c:12]([C:13](=[O:14])[O:15][C:16]([CH3:17])([CH3:18])[CH3:19])[cH:20][cH:21]1.[CH3:1][O:2][C:3](=[O:4])[CH2:5][C:6]#[N:7].[CH3:22][c:23]1[cH:24][cH:25][cH:26][cH:27][cH:28]1>>[CH3:1][O:2][C:3](=[O:4])[CH:5]([C:6]#[N:7])[c:9]1[cH:10][cH:11][c:12]([C:13](=[O:14])[O:15][C:16]([CH3:17])([CH3:18])[CH3:19])[cH:20][cH:21]1.